Task: describe an organic reaction: reactants, conditions, products, and yield. Dataset: the Open Reaction Database (ORD), a public repository of structured organic reaction records The reactants are resultant solution, C[Si](CCOCCl)(C)C (2-(Trimethylsilyl)ethoxymethyl chloride), ClC1=C(C=NC=C1)S(=O)(=O)NC1=NC=C(N=C1OC)C (4-chloro-N-(3-methoxy-5-methylpyrazin-2-yl)pyridine-3-sulphonamide), C(C)(C)N(C(C)C)CC (N,N-diisopropylethylamine), C(C)(=O)OCC (ethyl acetate). Run in CN(C)C=O (DMF). Conditions: temperature -5 celsius. Yields the product ClC1=C(C=NC=C1)S(=O)(=O)N(COCC[Si](C)(C)C)C1=NC=C(N=C1OC)C (4-chloro-N-(3-methoxy-5-methylpyrazin-2-yl)-N-[2-(trimethylsilyl)ethoxymethyl]pyridine-3-sulphonamide). Reaction SMILES: [CH3:1][Si:2]([CH3:9])([CH3:8])[CH2:3][CH2:4][O:5][CH2:6]Cl.[Cl:10][C:11]1[CH:16]=[CH:15][N:14]=[CH:13][C:12]=1[S:17]([NH:20][C:21]1[C:26]([O:27][CH3:28])=[N:25][C:24]([CH3:29])=[CH:23][N:22]=1)(=[O:19])=[O:18].C(N(CC)C(C)C)(C)C.C(OCC)(=O)C>CN(C=O)C>[Cl:10][C:11]1[CH:16]=[CH:15][N:14]=[CH:13][C:12]=1[S:17]([N:20]([C:21]1[C:26]([O:27][CH3:28])=[N:25][C:24]([CH3:29])=[CH:23][N:22]=1)[CH2:6][O:5][CH2:4][CH2:3][Si:2]([CH3:9])([CH3:8])[CH3:1])(=[O:18])=[O:19]. Procedure details: 2-(Trimethylsilyl)ethoxymethyl chloride (0.22 ml) was added dropwise over 5 minutes to a stirred solution of 4-chloro-N-(3-methoxy-5-methylpyrazin-2-yl)pyridine-3-sulphonamide (0.306 g) and N,N-diisopropylethylamine (0.21 ml) in dry DMF (1 ml) at −15° C. The resultant solution was allowed to warm to −5° C. over 40 minutes then ethyl acetate (30 ml) was added and the mixture was washed with 2M hydrochloric acid (30 ml), water (30 ml) and saturated sodium chloride solution and then dried (MgSO4). ... Reactants: C1(CCCCC1)C1=C2C=C3N(C=C4N(C5=C3C=C(C=C5)C(=O)O)CN=N4)C2=CC=C1 (10-cyclohexyl-4H-indolo[1,2-d][1,2,4]triazolo[4,3-a][1,4]benzodiazepine-7-carboxylic acid), CN(S(=O)(=O)N)C (N,N-dimethylsulfamide), CCN=C=NCCCN(C)C.Cl (EDCI HCl). The reagents and catalysts are CN(C)C=1C=CN=CC1 (DMAP). Solvent: CC(=O)N(C)C (DMA), CS(=O)C (DMSO), CO (MeOH). Run at temperature 45 celsius, time 8 hour. The product is C1(CCCCC1)C1=C2C=C3N(C=C4N(C5=C3C=C(C=C5)C(=O)NS(=O)(=O)N(C)C)CN=N4)C2=CC=C1 (10-cyclohexyl-N-((dimethylamino)sulfonyl)-4H-indolo[1,2-d][1,2,4]triazolo[4,3-a][1,4]benzodiazepine-7-carboxamide). Isolated yield 30.8%. RXN SMILES: [CH:1]1([C:7]2[CH:30]=[CH:29][CH:28]=[C:27]3[C:8]=2[CH:9]=[C:10]2[C:16]4[CH:17]=[C:18]([C:21]([OH:23])=O)[CH:19]=[CH:20][C:15]=4[N:14]4[CH2:24][N:25]=[N:26][C:13]4=[CH:12][N:11]23)[CH2:6][CH2:5][CH2:4][CH2:3][CH2:2]1.[CH3:31][N:32]([CH3:37])[S:33]([NH2:36])(=[O:35])=[O:34].CCN=C=NCCCN(C)C.Cl>CC(N(C)C)=O.CN(C1C=CN=CC=1)C.CS(C)=O.CO>[CH:1]1([C:7]2[CH:30]=[CH:29][CH:28]=[C:27]3[C:8]=2[CH:9]=[C:10]2[C:16]4[CH:17]=[C:18]([C:21]([NH:36][S:33]([N:32]([CH3:37])[CH3:31])(=[O:35])=[O:34])=[O:23])[CH:19]=[CH:20][C:15]=4[N:14]4[CH2:24][N:25]=[N:26][C:13]4=[CH:12][N:11]23)[CH2:6][CH2:5][CH2:4][CH2:3][CH2:2]1 |f:2.3|. Procedure details: To a solution of 10-cyclohexyl-4H-indolo[1,2-d][1,2,4]triazolo[4,3-a][1,4]benzodiazepine-7-carboxylic acid (50 mg, 0.13 mmol) and N,N-dimethylsulfamide (78 mg, 0.63 mmol) in DMA (2 mL), was added DMAP (77 mg, 0.63 mmol) and then EDCI-HCl (96 mg, 0.50 mmol). The mixture was stirred at 45° C. overnight, diluted with DMSO and MeOH and purified by prep HPLC (MeOH/H2O with 10 mM TFA buffer) to yield 10-cyclohexyl-N-((dimethylamino)sulfonyl)-4H-indolo[1,2-d][1,2,4]triazolo[4,3-a][1,4]benzodiazepine-7-... Reactants: FC1=C(C=C(C=C1)F)C1=CCC(CC1)[C@@H]1CC[C@H](CC1)CCC (2,5-difluoro(4-(trans-4-propylcyclohexyl)cyclohexenyl)benzene). Reagents/catalysts: [C].[Pd] (palladium carbon). Solvent: C(C)(=O)OCC (ethyl acetate). Yields the product FC1=C(C=C(C=C1)F)C1CCC(CC1)[C@@H]1CC[C@H](CC1)CCC (2,5-difluoro-(4-(trans-4-propylcyclohexyl)cyclohexyl)benzene). Reaction SMILES: [F:1][C:2]1[CH:7]=[CH:6][C:5]([F:8])=[CH:4][C:3]=1[C:9]1[CH2:14][CH2:13][CH:12]([C@H:15]2[CH2:20][CH2:19][C@H:18]([CH2:21][CH2:22][CH3:23])[CH2:17][CH2:16]2)[CH2:11][CH:10]=1>[C].[Pd].C(OCC)(=O)C>[F:1][C:2]1[CH:7]=[CH:6][C:5]([F:8])=[CH:4][C:3]=1[CH:9]1[CH2:10][CH2:11][CH:12]([C@H:15]2[CH2:20][CH2:19][C@H:18]([CH2:21][CH2:22][CH3:23])[CH2:17][CH2:16]2)[CH2:13][CH2:14]1 |f:1.2|. Procedure: A mixture of 2,5-difluoro(4-(trans-4-propylcyclohexyl)cyclohexenyl)benzene (0.84 mmol), ethyl acetate (30 ml), and 5% palladium carbon (0.013 g) is stirred under an atmosphere of hydrogen. After ceasing the absorption of hydrogen, 5% palladium carbon is filtered off from the reaction mixture. The filtrate is concentrated under reduced pressure and purified by silica-gel chromatography, and further recrystallized to give the titled compound.